From a dataset of the Open Reaction Database (ORD), a public repository of structured organic reaction records. describe an organic reaction: reactants, conditions, products, and yield RXN SMILES: CO[C:3](=[O:16])[CH2:4][CH:5]1[CH2:14][C:13]2[C:8](=[CH:9][CH:10]=[CH:11][CH:12]=2)[CH2:7][C:6]1=O.[CH2:17]([NH2:24])[C:18]1[CH:23]=[CH:22][CH:21]=[CH:20][CH:19]=1.C([BH3-])#N.[Na+].[Na]>CO.O1CCCC1.C(O)(=O)C>[CH2:17]([N:24]1[C@@H:6]2[C@@H:5]([CH2:14][C:13]3[CH:12]=[CH:11][CH:10]=[CH:9][C:8]=3[CH2:7]2)[CH2:4][C:3]1=[O:16])[C:18]1[CH:23]=[CH:22][CH:21]=[CH:20][CH:19]=1 |f:2.3,^1:28|. Yields the product C(C1=CC=CC=C1)N1C(C[C@@H]2CC3=C(C[C@H]12)C=CC=C3)=O (cis-1-Benzyl-1,3,3a,4,9,9a-hexahydro-2H-benz[f]indole-2-one). Reported procedure: Acetic acid (12.5 ml) was added to a stirred mixture of 2-oxo-1,2,3,4-tetrahydronaphthalene-3-acetic acid methyl ester (3.62 g, 17 mmol), and benzylamine (7.2 ml, 66 mmol) in a 1:1 mixture of tetrahydrofuran and methanol (120 ml) at 0° C. under argon. After 0.5 h, sodium cyanoborohydride (2.09 g, 33 mmol) was added and the resultant mixture stirred at room temperature. After 16 h, aqueous 10% sodium hdyroxide was added and the solvent evaporated in vacuo. The residue was partitioned between wate... Conditions: time 0.5 hour. The yield is 92.9%. Reactants: resultant mixture, COC(CC1C(CC2=CC=CC=C2C1)=O)=O (2-oxo-1,2,3,4-tetrahydronaphthalene-3-acetic acid methyl ester), C(C1=CC=CC=C1)N (benzylamine), [Na] (sodium), C(#N)[BH3-].[Na+] (sodium cyanoborohydride). Solvent: CO (methanol), O1CCCC1 (tetrahydrofuran), C(C)(=O)O (Acetic acid).